This data is from the Open Reaction Database (ORD), a public repository of structured organic reaction records. The task is: describe an organic reaction: reactants, conditions, products, and yield The reactants are C(CCC)[Li] (n-butyllithium), Eleven, C=CC=C (butadiene), Viton, C=CC(C)=C (Isoprene), [Na] (sodium), C(CCC)[Li] (n-butyllithium). Solvent: CCCCC (pentane), C1CCCCC1 (cyclohexane), O1CCCC1 (tetrahydrofuran). Conditions: time 4 hour. Product: C=CC(C)=C.C=CC=C (Isoprene Butadiene). Reaction SMILES: [CH2:1]=[CH:2][C:3](=[CH2:5])[CH3:4].[Na].[CH2:7]([Li])[CH2:8][CH2:9][CH3:10].C=CC=C>C1CCCCC1.O1CCCC1.CCCCC>[CH2:1]=[CH:2][C:3](=[CH2:4])[CH3:5].[CH2:7]=[CH:8][CH:9]=[CH2:10] |f:7.8,^1:5|. Procedure: Eleven hundred milliliters of purified pentane was introduced under a nitrogen atmosphere into a two quart glass-bowled pressure reactor. The reactor was equipped with an air driven stirrer, a pressure gauge, a thermometer well, a heat exchange coil, a top surface inlet valve, a dip tube feeder with a valve, a syringe injection port containing a Viton rubber gasket, and a blow-out disk (200 psi). Five milliliters of a 0.1M dipyridyl in cyclohexane solution was injected into the reactor along wit... Reactants: C1CCOC1, [Mg+]Cc1ccccc1, CON(C)C(=O)c1ccnc(SC)n1, [Cl-]. Yields the product CSc1nccc(C(=O)Cc2ccccc2)n1. Reaction SMILES: [CH2:24]1[O:25][CH2:26][CH2:27][CH2:28]1.[CH2:2]([c:3]1[cH:4][cH:5][cH:6][cH:7][cH:8]1)[Mg+:9].[CH3:10][O:11][N:12]([C:13](=[O:14])[c:15]1[n:16][c:17]([S:21][CH3:22])[n:18][cH:19][cH:20]1)[CH3:23].[Cl-:1]>>[CH2:2]([c:3]1[cH:4][cH:5][cH:6][cH:7][cH:8]1)[C:13](=[O:14])[c:15]1[n:16][c:17]([S:21][CH3:22])[n:18][cH:19][cH:20]1. Reactants: CB(O)O (methylboronic acid), C1(CCCCC1)P(C1=C(C=CC=C1)C1=C(C=CC=C1OC)OC)C1CCCCC1 (2-dicyclohexylphosphino-2′,6′-dimethoxybiphenyl), [F-].[K+] (potassium fluoride), ClC1=CC=C(C(=O)C2CCN(CC2)C(=O)C2=C(C=C(C=C2)N2C(OC[C@H]2COC(C2=CC=CC=C2)=O)=O)S(=O)(=O)C)C=C1 (benzoic acid (R)-3-{4-[4-(4-chlorobenzoyl)piperidine-1-carbonyl]-3-methanesulfonylphenyl}-2-oxooxazolidin-4-ylmethyl ester). Reagents/catalysts: C(C)(=O)[O-].[Pd+2].C(C)(=O)[O-] (palladium (II) acetate). Run in O1CCCC1 (tetrahydrofuran), O (water). Reaction conditions: time 3 hour. Yields the product OC[C@H]1N(C(OC1)=O)C1=CC(=C(C=C1)C(=O)N1CCC(CC1)C(C1=CC=C(C=C1)C)=O)S(=O)(=O)C ((R)-4-hydroxymethyl-3-{3-methanesulfonyl-4-[4-(4-methylbenzoyl)piperidine-1-carbonyl]phenyl}oxazolidin-2-one). Isolated yield 15.0%. RXN SMILES: Cl[C:2]1[CH:43]=[CH:42][C:5]([C:6]([CH:8]2[CH2:13][CH2:12][N:11]([C:14]([C:16]3[CH:21]=[CH:20][C:19]([N:22]4[C@H:26]([CH2:27][O:28]C(=O)C5C=CC=CC=5)[CH2:25][O:24][C:23]4=[O:37])=[CH:18][C:17]=3[S:38]([CH3:41])(=[O:40])=[O:39])=[O:15])[CH2:10][CH2:9]2)=[O:7])=[CH:4][CH:3]=1.[CH3:44]B(O)O.C1(P(C2CCCCC2)C2C=CC=CC=2C2C(OC)=CC=CC=2OC)CCCCC1.[F-].[K+]>C([O-])(=O)C.[Pd+2].C([O-])(=O)C.O.O1CCCC1>[OH:28][CH2:27][C@@H:26]1[CH2:25][O:24][C:23](=[O:37])[N:22]1[C:19]1[CH:20]=[CH:21][C:16]([C:14]([N:11]2[CH2:10][CH2:9][CH:8]([C:6](=[O:7])[C:5]3[CH:42]=[CH:43][C:2]([CH3:44])=[CH:3][CH:4]=3)[CH2:13][CH2:12]2)=[O:15])=[C:17]([S:38]([CH3:41])(=[O:39])=[O:40])[CH:18]=1 |f:3.4,5.6.7|. Procedure details: To a mixture of benzoic acid (R)-3-{4-[4-(4-chlorobenzoyl)piperidine-1-carbonyl]-3-methanesulfonylphenyl}-2-oxooxazolidin-4-ylmethyl ester (938 mg) described in Preparation Example 24, methylboronic acid (359 mg), palladium (II) acetate (34 mg), 2-dicyclohexylphosphino-2′,6′-dimethoxybiphenyl (123 mg) and potassium fluoride (697 mg) was added tetrahydrofuran (9 mL), and the mixture was refluxed for 8 hr. After cooling, water was added to the reaction mixture, and the mixture was extracted with c... Reactants: C(C1=CC=CC=C1)OC(=O)N1[C@H](C(=O)N2[C@@H](CCC2)C(C[S@](=O)C2=CC=CC=C2)O)CCC1 ((2S)-1-(N-Benzyloxycarbonyl-L-prolyl)-2-{1-hydroxy-2-[(S)-phenylsulfinyl]ethyl}pyrrolidine), CS(=O)C.C1CCC(CC1)N=C=NC2CCCCC2 (DMSO DCC). Yields the product C(C1=CC=CC=C1)OC(=O)N1[C@H](C(=O)N2[C@@H](CCC2)C(C[S@](=O)C2=CC=CC=C2)=O)CCC1 ((2S)-1-(N-Benzyloxycarbonyl-L-prolyl)-2-{[(S)-phenylsulfinyl]acetyl}pyrrolidine). Yield: 40.5%. Reaction SMILES: [CH2:1]([O:8][C:9]([N:11]1[CH2:33][CH2:32][CH2:31][C@H:12]1[C:13]([N:15]1[CH2:19][CH2:18][CH2:17][C@H:16]1[CH:20]([OH:30])[CH2:21][S@@:22]([C:24]1[CH:29]=[CH:28][CH:27]=[CH:26][CH:25]=1)=[O:23])=[O:14])=[O:10])[C:2]1[CH:7]=[CH:6][CH:5]=[CH:4][CH:3]=1.CS(C)=O.C1CCC(N=C=NC2CCCCC2)CC1>>[CH2:1]([O:8][C:9]([N:11]1[CH2:33][CH2:32][CH2:31][C@H:12]1[C:13]([N:15]1[CH2:19][CH2:18][CH2:17][C@H:16]1[C:20](=[O:30])[CH2:21][S@@:22]([C:24]1[CH:29]=[CH:28][CH:27]=[CH:26][CH:25]=1)=[O:23])=[O:14])=[O:10])[C:2]1[CH:7]=[CH:6][CH:5]=[CH:4][CH:3]=1 |f:1.2|. Procedure details: (2S)-1-(N-Benzyloxycarbonyl-L-prolyl)-2-{1-hydroxy-2-[(S)-phenylsulfinyl]ethyl}pyrrolidine (600 mg) was subjected to DMSO-DCC oxidation as in Example 1-D), followed by purification of the reaction product by medium pressure silica gel column chromatography (eluate; chloroform:methanol=99.5: 0.5) to give 242 mg of the title compound (See Table 3 ). Reactants: C(C)(C)(C)OC(NC=1OCC[C@@](N1)(C)C1=C(C=CC(=C1)N)F)=O ([(S)-4-(5-amino-2-fluoro-phenyl)-4-methyl-5,6-dihydro-4H-[1,3]oxazin-2-yl]-carbamic acid tert-butyl ester), F1, CC1=CC=C(S1)C(=O)O (5-methyl-thiophene-2-carboxylic acid). Product: NC=1OCC[C@@](N1)(C)C=1C=C(C=CC1F)NC(=O)C=1SC(=CC1)C (5-Methyl-thiophene-2-carboxylic acid [3-((S)-2-amino-4-methyl-5,6-dihydro-4H-[1,3]oxazin-4-yl)-4-fluoro-phenyl]-amide). As a reaction SMILES: C(OC(=O)[NH:7][C:8]1[O:9][CH2:10][CH2:11][C@:12]([C:15]2[CH:20]=[C:19]([NH2:21])[CH:18]=[CH:17][C:16]=2[F:22])([CH3:14])[N:13]=1)(C)(C)C.[CH3:24][C:25]1[S:29][C:28]([C:30](O)=[O:31])=[CH:27][CH:26]=1>>[NH2:7][C:8]1[O:9][CH2:10][CH2:11][C@:12]([C:15]2[CH:20]=[C:19]([NH:21][C:30]([C:28]3[S:29][C:25]([CH3:24])=[CH:26][CH:27]=3)=[O:31])[CH:18]=[CH:17][C:16]=2[F:22])([CH3:14])[N:13]=1. Reported procedure: The coupling of [(S)-4-(5-amino-2-fluoro-phenyl)-4-methyl-5,6-dihydro-4H-[1,3]oxazin-2-yl]-carbamic acid tert-butyl ester from experiment F1 (R3=Me) and 5-methyl-thiophene-2-carboxylic acid followed by deprotection using procedure H yielded the title compound. The product is Cl, CC(C)C(C(=O)O)N(Cc1cccnc1)S(=O)(=O)c1ccc(Oc2ccc(Br)cc2)cc1. The reactants are CC(C)C(C(=O)OC(C)(C)C)N(Cc1cccnc1)S(=O)(=O)c1ccc(Oc2ccc(Br)cc2)cc1, ClCCl, Cl. Reaction SMILES: [C:2]([CH3:3])([CH3:4])([CH3:5])[O:6][C:7]([CH:8]([N:9]([CH2:10][c:11]1[cH:12][n:13][cH:14][cH:15][cH:16]1)[S:17](=[O:18])(=[O:19])[c:20]1[cH:21][cH:22][c:23]([O:26][c:27]2[cH:28][cH:29][c:30]([Br:33])[cH:31][cH:32]2)[cH:24][cH:25]1)[CH:34]([CH3:35])[CH3:36])=[O:37].[Cl:38][CH2:39][Cl:40].[ClH:1]>>[ClH:1].[O:6]=[C:7]([CH:8]([N:9]([CH2:10][c:11]1[cH:12][n:13][cH:14][cH:15][cH:16]1)[S:17](=[O:18])(=[O:19])[c:20]1[cH:21][cH:22][c:23]([O:26][c:27]2[cH:28][cH:29][c:30]([Br:33])[cH:31][cH:32]2)[cH:24][cH:25]1)[CH:34]([CH3:35])[CH3:36])[OH:37].